Dataset: the Open Reaction Database (ORD), a public repository of structured organic reaction records. Task: describe an organic reaction: reactants, conditions, products, and yield Starting materials: [C-]#N, CS(C)=O, COc1ccc2c(=O)n(C3CC3)c(C#N)c(-c3cccc(F)c3)c2c1, Cl, [Na+], O. Yields the product N#Cc1c(-c2cccc(F)c2)c2cc(O)ccc2c(=O)n1C1CC1. Reaction SMILES: [C-:26]#[N:27].[CH3:30][S:31]([CH3:32])=[O:33].[CH:1]1([n:4]2[c:5](=[O:25])[c:6]3[cH:7][cH:8][c:9]([O:23][CH3:24])[cH:10][c:11]3[c:12](-[c:16]3[cH:17][c:18]([F:22])[cH:19][cH:20][cH:21]3)[c:13]2[C:14]#[N:15])[CH2:2][CH2:3]1.[ClH:29].[Na+:28].[OH2:34]>>[CH:1]1([n:4]2[c:5](=[O:25])[c:6]3[cH:7][cH:8][c:9]([OH:23])[cH:10][c:11]3[c:12](-[c:16]3[cH:17][c:18]([F:22])[cH:19][cH:20][cH:21]3)[c:13]2[C:14]#[N:15])[CH2:2][CH2:3]1. The reactants are O=C=NS(=O)(=O)Cl, COc1cc(OC)nc(N)n1, C1CCOC1. The product is COc1cc(OC)nc(NC(=O)NS(=O)(=O)Cl)n1. Reaction SMILES: [Cl:1][S:2](=[O:3])(=[O:4])[N:5]=[C:6]=[O:7].[NH2:8][c:9]1[n:10][c:11]([O:17][CH3:18])[cH:12][c:13]([O:15][CH3:16])[n:14]1.[O:19]1[CH2:20][CH2:21][CH2:22][CH2:23]1>>[Cl:1][S:2](=[O:3])(=[O:4])[NH:5][C:6](=[O:7])[NH:8][c:9]1[n:10][c:11]([O:17][CH3:18])[cH:12][c:13]([O:15][CH3:16])[n:14]1. The reactants are [BH4-], [Br-], CC(C)OC(=O)C(O)C(Cc1ccccc1)NC(=O)OCc1ccccc1, CCO, [Li+], [Na+], C1CCOC1, O. As a reaction SMILES: [BH4-:33].[Br-:5].[CH2:6]([c:7]1[cH:8][cH:9][cH:10][cH:11][cH:12]1)[O:13][C:14](=[O:15])[NH:16][CH:17]([CH:18]([C:19](=[O:20])[O:21][CH:22]([CH3:23])[CH3:24])[OH:25])[CH2:26][c:27]1[cH:28][cH:29][cH:30][cH:31][cH:32]1.[CH3:1][CH2:2][OH:3].[Li+:4].[Na+:34].[O:35]1[CH2:36][CH2:37][CH2:38][CH2:39]1.[OH2:40]>>[CH2:6]([c:7]1[cH:8][cH:9][cH:10][cH:11][cH:12]1)[O:13][C:14](=[O:15])[NH:16][CH:17]([CH:18]([CH2:19][OH:20])[OH:25])[CH2:26][c:27]1[cH:28][cH:29][cH:30][cH:31][cH:32]1. Yields the product O=C(NC(Cc1ccccc1)C(O)CO)OCc1ccccc1. Product: CC(=O)SC1CN(c2nc(C(=O)N(CC#N)C(C)C)cs2)C1. RXN SMILES: [C:1](#[N:2])[CH2:3][N:4]([C:5](=[O:6])[c:7]1[n:8][c:9]([N:12]2[CH2:13][CH:14]([O:16][S:17]([CH3:18])(=[O:19])=[O:20])[CH2:15]2)[s:10][cH:11]1)[CH:21]([CH3:22])[CH3:23].[C:24]([CH3:25])(=[S:26])[O-:27].[CH3:29][N:30]([CH3:31])[CH:32]=[O:33].[K+:28]>>[C:1](#[N:2])[CH2:3][N:4]([C:5](=[O:6])[c:7]1[n:8][c:9]([N:12]2[CH2:13][CH:14]([S:26][C:24]([CH3:25])=[O:27])[CH2:15]2)[s:10][cH:11]1)[CH:21]([CH3:22])[CH3:23]. Starting materials: CC(C)N(CC#N)C(=O)c1csc(N2CC(OS(C)(=O)=O)C2)n1, CC([O-])=S, CN(C)C=O, [K+]. Starting materials: C(C)OC(C(CC1=C(C=C(C=C1)O)C)OCC)=O ([rac]-2-ethoxy-3-(4-hydroxy-2-methyl-phenyl)-propionic acid ethyl ester), C([O-])([O-])=O.[Cs+].[Cs+] (cesium carbonate), ClCC=1N=C(SC1)C1=CC=CC=C1 (4-chloromethyl-2-phenyl-thiazole), C(C1=CC=CC=C1)(=S)N (thiobenzamide), ClCC(=O)CCl (1,3-dichloroacetone), [I-].[K+] (potassium iodide). Product: C(C)OC(C(CC1=C(C=C(C=C1)OCC=1N=C(SC1)C1=CC=CC=C1)C)OCC)=O ([rac]-2-ethoxy-3-[2-methyl-4-(2-phenyl-thiazol-4-ylmethoxy)-phenyl]-propionic acid ethyl ester). RXN SMILES: [CH2:1]([O:3][C:4](=[O:18])[CH:5]([O:15][CH2:16][CH3:17])[CH2:6][C:7]1[CH:12]=[CH:11][C:10]([OH:13])=[CH:9][C:8]=1[CH3:14])[CH3:2].Cl[CH2:20][C:21]1[N:22]=[C:23]([C:26]2[CH:31]=[CH:30][CH:29]=[CH:28][CH:27]=2)[S:24][CH:25]=1.C(N)(=S)C1C=CC=CC=1.ClCC(CCl)=O.C(=O)([O-])[O-].[Cs+].[Cs+].[I-].[K+]>>[CH2:1]([O:3][C:4](=[O:18])[CH:5]([O:15][CH2:16][CH3:17])[CH2:6][C:7]1[CH:12]=[CH:11][C:10]([O:13][CH2:20][C:21]2[N:22]=[C:23]([C:26]3[CH:27]=[CH:28][CH:29]=[CH:30][CH:31]=3)[S:24][CH:25]=2)=[CH:9][C:8]=1[CH3:14])[CH3:2] |f:4.5.6,7.8|. Procedure details: In analogy to the procedure described in example 14 b], [rac]-2-ethoxy-3-(4-hydroxy-2-methyl-phenyl)-propionic acid ethyl ester (example 10 b]) was reacted with 4-chloromethyl-2-phenyl-thiazole (prepared from thiobenzamide and 1,3-dichloroacetone in analogy to the procedure described in example 4 a]) in the presence of cesium carbonate and potassium iodide to yield [rac]-2-ethoxy-3-[2-methyl-4-(2-phenyl-thiazol-4-ylmethoxy)-phenyl]-propionic acid ethyl ester as colorless liquid. Procedure details: A mixture of 3-hydroxy-5-{[(1S)-2-hydroxy-1-methylethyl]oxy}-N-(3-methyl-1,2,4-thiadiazol-5-yl)benzamide (237 mg, 0.77 mmol), 5-(azetidin-1-ylcarbonyl)-2-chloropyridine (151 mg, 0.77 mmol) and potassium carbonate (213 mg, 1.54 mmol) in acetonitrile (5 mL) was stirred in a microwave reactor at 140° C. for 5 hours and at 160° C. for 10 hours. The mixture was reduced in vacuo and ethyl acetate (50 mL) added. The mixture was washed with water (50 mL), brine (50 mL), dried (MgSO4), and reduced in vac... Product: N1(CCC1)C(=O)C=1C=CC(=NC1)OC=1C=C(C(=O)NC2=NC(=NS2)C)C=C(C1)O[C@H](CO)C (3-{[5-(Azetidin-1-ylcarbonyl)pyridin-2-yl]oxy}-5-{[(1S)-2-hydroxy-1-methylethyl]oxy}-N-(3-methyl-1,2,4-thiadiazol-5-yl)benzamide). Isolated yield 17.7%. The reactants are C(C)(=O)OCC (ethyl acetate), OC=1C=C(C(=O)NC2=NC(=NS2)C)C=C(C1)O[C@H](CO)C (3-hydroxy-5-{[(1S)-2-hydroxy-1-methylethyl]oxy}-N-(3-methyl-1,2,4-thiadiazol-5-yl)benzamide), N1(CCC1)C(=O)C=1C=CC(=NC1)Cl (5-(azetidin-1-ylcarbonyl)-2-chloropyridine), C([O-])([O-])=O.[K+].[K+] (potassium carbonate). Reaction SMILES: [OH:1][C:2]1[CH:3]=[C:4]([CH:14]=[C:15]([O:17][C@@H:18]([CH3:21])[CH2:19][OH:20])[CH:16]=1)[C:5]([NH:7][C:8]1[S:12][N:11]=[C:10]([CH3:13])[N:9]=1)=[O:6].[N:22]1([C:26]([C:28]2[CH:29]=[CH:30][C:31](Cl)=[N:32][CH:33]=2)=[O:27])[CH2:25][CH2:24][CH2:23]1.C(=O)([O-])[O-].[K+].[K+].C(OCC)(=O)C>C(#N)C>[N:22]1([C:26]([C:28]2[CH:29]=[CH:30][C:31]([O:1][C:2]3[CH:3]=[C:4]([CH:14]=[C:15]([O:17][C@@H:18]([CH3:21])[CH2:19][OH:20])[CH:16]=3)[C:5]([NH:7][C:8]3[S:12][N:11]=[C:10]([CH3:13])[N:9]=3)=[O:6])=[N:32][CH:33]=2)=[O:27])[CH2:25][CH2:24][CH2:23]1 |f:2.3.4|. Run at temperature 160 celsius, time 10 hour. Run in C(C)#N (acetonitrile). The reactants are IC=1C=NNC1 (4-Iodo-1H-pyrazole), [H-].[Na+] (sodium hydride), BrC1CC1 (bromocyclopropane). Reagents/catalysts: [I-].C(CCC)[N+](CCCC)(CCCC)CCCC (tetra-n-butyl ammonium iodide). Solvent: CN(C)C=O (DMF). Reaction conditions: temperature 140 celsius, time 15 minute. The product is C1(CC1)N1N=CC(=C1)I (1-Cyclopropyl-4-iodo-1H-pyrazole). Reaction SMILES: [I:1][C:2]1[CH:3]=[N:4][NH:5][CH:6]=1.[H-].[Na+].Br[CH:10]1[CH2:12][CH2:11]1>CN(C=O)C.[I-].C([N+](CCCC)(CCCC)CCCC)CCC>[CH:10]1([N:4]2[CH:3]=[C:2]([I:1])[CH:6]=[N:5]2)[CH2:12][CH2:11]1 |f:1.2,5.6|. Procedure: To a stirred solution of 4-Iodo-1H-pyrazole (2.0 g, 10.3 mmol) in DMF (100 mL) at room temperature was added sodium hydride (0.45 g of a 60% wt/wt dispersion in mineral oil, 11.3 mmol). After 15 minutes, bromocyclopropane (2.5 mL, 30.9 mmol), and tetra-n-butyl ammonium iodide (0.020 g) were added, and the reaction mixture was warmed to 140° C. for overnight. The mixture was subjected to standard aqueous workup, and the crude residue was purified on silica gel (0-20% EtOAc in hexanes) to afford t...